Dataset: the Open Reaction Database (ORD), a public repository of structured organic reaction records. Task: describe an organic reaction: reactants, conditions, products, and yield Starting materials: CO, O=C(CC1CCCCC1)Nc1c(Cl)ccc2nc(Cl)ccc12, ClCCl, O=c1[nH]ncn1C1CCNCC1. The product is O=C(CC1CCCCC1)Nc1c(Cl)ccc2nc(N3CCC(n4cn[nH]c4=O)CC3)ccc12. As a reaction SMILES: [CH3:35][OH:36].[Cl:1][c:2]1[n:3][c:4]2[cH:5][cH:6][c:7]([Cl:22])[c:8]([NH:12][C:13]([CH2:14][CH:15]3[CH2:16][CH2:17][CH2:18][CH2:19][CH2:20]3)=[O:21])[c:9]2[cH:10][cH:11]1.[Cl:37][CH2:38][Cl:39].[NH:23]1[CH2:24][CH2:25][CH:26]([n:29]2[c:30](=[O:34])[nH:31][n:32][cH:33]2)[CH2:27][CH2:28]1>>[c:2]1([N:23]2[CH2:24][CH2:25][CH:26]([n:29]3[c:30](=[O:34])[nH:31][n:32][cH:33]3)[CH2:27][CH2:28]2)[n:3][c:4]2[cH:5][cH:6][c:7]([Cl:22])[c:8]([NH:12][C:13]([CH2:14][CH:15]3[CH2:16][CH2:17][CH2:18][CH2:19][CH2:20]3)=[O:21])[c:9]2[cH:10][cH:11]1. Starting materials: BrBr, CC(C)(C)OC(=O)N1CCC(=Cc2ccccc2)CC1, CO, ClC(Cl)Cl, [K+], [K+], [Na+], O=C([O-])[O-], [OH-], O. Product: CC(C)(C)OC(=O)N1CCC(=C(Br)c2ccccc2)CC1. Reaction SMILES: [Br:27][Br:28].[C:1]([CH3:2])([CH3:3])([CH3:4])[O:5][C:6](=[O:7])[N:8]1[CH2:9][CH2:10][C:11](=[CH:14][c:15]2[cH:16][cH:17][cH:18][cH:19][cH:20]2)[CH2:12][CH2:13]1.[CH3:36][OH:37].[Cl:31][CH:32]([Cl:33])[Cl:34].[K+:21].[K+:22].[Na+:30].[O-:23][C:24]([O-:25])=[O:26].[OH-:29].[OH2:35]>>[C:1]([CH3:2])([CH3:3])([CH3:4])[O:5][C:6](=[O:7])[N:8]1[CH2:9][CH2:10][C:11](=[C:14]([c:15]2[cH:16][cH:17][cH:18][cH:19][cH:20]2)[Br:27])[CH2:12][CH2:13]1. Procedure details: The title compound, yellow solid (28 mg, 22%), MS (ISP) m/z=390.2 [(M+H)+], mp 154° C., was prepared in accordance with the general method of example 1 from 1-(4-chloro-phenyl)-5-(4-nitro-phenyl)-1H-pyrazole (intermediate H) (100 mg, 353 μmol) and commercially available 2-(4-fluoro-phenyl)-acetonitrile. Reactants: solid, ClC1=CC=C(C=C1)N1N=CC=C1C1=CC=C(C=C1)[N+](=O)[O-] (1-(4-chloro-phenyl)-5-(4-nitro-phenyl)-1H-pyrazole), ClC1=CC=C(C=C1)N1N=CC=C1C1=CC=C(C=C1)[N+](=O)[O-] (1-(4-chloro-phenyl)-5-(4-nitro-phenyl)-1H-pyrazole), FC1=CC=C(C=C1)CC#N (2-(4-fluoro-phenyl)-acetonitrile). Reaction SMILES: [Cl:1][C:2]1[CH:7]=[CH:6][C:5]([N:8]2[C:12]([C:13]3[CH:18]=[CH:17][C:16]([N+:19]([O-:21])=O)=[CH:15][CH:14]=3)=[CH:11][CH:10]=[N:9]2)=[CH:4][CH:3]=1.[F:22][C:23]1[CH:28]=[CH:27][C:26]([CH2:29]C#N)=[CH:25][CH:24]=1>>[Cl:1][C:2]1[CH:7]=[CH:6][C:5]([N:8]2[C:12]([C:13]3[CH:14]=[CH:15][C:16]4=[N:19][O:21][C:29]([C:26]5[CH:27]=[CH:28][C:23]([F:22])=[CH:24][CH:25]=5)=[C:17]4[CH:18]=3)=[CH:11][CH:10]=[N:9]2)=[CH:4][CH:3]=1. Yields the product ClC1=CC=C(C=C1)N1N=CC=C1C1=CC=2C(=NOC2C2=CC=C(C=C2)F)C=C1 (5-[2-(4-Chloro-phenyl)-2H-pyrazol-3-yl]-3-(4-fluoro-phenyl)-benzo[c]isoxazole).